Dataset: the Open Reaction Database (ORD), a public repository of structured organic reaction records. Task: describe an organic reaction: reactants, conditions, products, and yield Reaction conditions: time 24 hour. As a reaction SMILES: [C:1]([CH2:4][CH2:5]C(OC1C2C(=CC=CC=2)C=CC=1)C(O)=O)(=[O:3])[NH2:2].N12CCCN=C1CCCCC2.[CH2:32]([O:34][C:35](=[O:53])[CH:36]([O:42][C:43]1[C:52]2[C:47](=[CH:48][CH:49]=[CH:50][CH:51]=2)[CH:46]=[CH:45][CH:44]=1)[C:37]([O:39][CH2:40][CH3:41])=[O:38])[CH3:33].C(N)(=O)C=C.Cl>C(#N)C.O>[CH2:40]([O:39][C:37](=[O:38])[C:36]([CH2:5][CH2:4][C:1](=[O:3])[NH2:2])([O:42][C:43]1[C:52]2[C:47](=[CH:48][CH:49]=[CH:50][CH:51]=2)[CH:46]=[CH:45][CH:44]=1)[C:35]([O:34][CH2:32][CH3:33])=[O:53])[CH3:41]. The reactants are C(N)(=O)CCC(C(=O)O)OC1=CC=CC2=CC=CC=C12 (4-Carbamoyl-2(R,S)-α-naphthoxybutyric acid), N12CCCCCC2=NCCC1 (1,8-diazabicyclo[5.4.0]undec-7-ene), C(C)OC(C(C(=O)OCC)OC1=CC=CC2=CC=CC=C12)=O (α-naphthoxymalonic acid diethyl ester), C(C=C)(=O)N (acrylamide), Cl (hydrochloric acid). Run in C(C)#N (acetonitrile), O (water). Reported procedure: 4-Carbamoyl-2(R,S)-α-naphthoxybutyric acid: 1.49 ml of 1,8-diazabicyclo[5.4.0]undec-7-ene are added to a solution of 3 g of α-naphthoxymalonic acid diethyl ester (Example 36a) and 0.71 g of acrylamide in 5 ml of acetonitrile and the whole is stirred at room temperature for 24 hours. 25 ml of water are added to the reaction mixture, which is adjusted to pH 2 with 2N hydrochloric acid and extracted with ether. The ethereal phases are washed with water and brine, dried over sodium sulphate and conc... Product: C(C)OC(C(C(=O)OCC)(OC1=CC=CC2=CC=CC=C12)CCC(N)=O)=O ((2-carbamoylethyl)-α-naphthoxymalonic acid diethyl ester). Reactants: C1(=CC=CC=C1)C1=CC(=NN1)N (5-phenyl-1H-pyrazol-3-amine), CN1CCOCC1 (N-methylmorpholine), C(C)(=O)Cl (acetyl chloride). The solvent is C(Cl)Cl (CH2Cl2), O (water), C(Cl)Cl (CH2Cl2). Reaction conditions: time 3 hour. Yields the product C(C)(=O)N1N=C(C=C1NC(C)=O)C1=CC=CC=C1 (N-(2-acetyl-5-phenyl-pyrazol-3-yl)acetamide). The yield is 88.2%. RXN SMILES: [C:1]1([C:7]2[NH:11][N:10]=[C:9]([NH2:12])[CH:8]=2)[CH:6]=[CH:5][CH:4]=[CH:3][CH:2]=1.CN1[CH2:19][CH2:18][O:17]CC1.[C:20](Cl)(=[O:22])[CH3:21]>C(Cl)Cl.O>[C:20]([N:10]1[C:9]([NH:12][C:18](=[O:17])[CH3:19])=[CH:8][C:7]([C:1]2[CH:2]=[CH:3][CH:4]=[CH:5][CH:6]=2)=[N:11]1)(=[O:22])[CH3:21]. Reported procedure: To a solution of 5-phenyl-1H-pyrazol-3-amine (18.6 g, 0.117 mol) and N-methylmorpholine (30.8 mL, 0.281 mol) in CH2Cl2 (250 mL) was added acetyl chloride (20 mL, 0.281 mol) dropwise at 0° C. under an atmosphere of nitrogen. The reaction mixture was stirred at room temperature for 3 h. The reaction mixture was diluted with CH2Cl2 and water. The layers were separated and the organic layer was washed with water and brine, dried (phase separator cartridge) and concentrated in vacuo. Diethyl ether wa... Reactants: FC1(CCN(CCC1)C(=O)C1=CSC(=C1)C1=CC=CC=C1)F ((4,4-Difluoro-azepan-1-yl)-(5-phenyl-thiophen-3-yl)-methanone), ClN1C(CCC1=O)=O (N-chlorosuccinimide). The solvent is C(C)(=O)O (acetic acid), C(C)#N (acetonitrile), O (water). Product: ClC=1SC(=CC1C(=O)N1CCC(CCC1)(F)F)C1=CC=CC=C1 ((2-Chloro-5-phenyl-thiophen-3-yl)-(4,4-difluoro-azepan-1-yl)-methanone). The yield is 25.5%. RXN SMILES: [F:1][C:2]1([F:22])[CH2:8][CH2:7][CH2:6][N:5]([C:9]([C:11]2[CH:15]=[C:14]([C:16]3[CH:21]=[CH:20][CH:19]=[CH:18][CH:17]=3)[S:13][CH:12]=2)=[O:10])[CH2:4][CH2:3]1.[Cl:23]N1C(=O)CCC1=O>C(O)(=O)C.C(#N)C.O>[Cl:23][C:12]1[S:13][C:14]([C:16]2[CH:17]=[CH:18][CH:19]=[CH:20][CH:21]=2)=[CH:15][C:11]=1[C:9]([N:5]1[CH2:6][CH2:7][CH2:8][C:2]([F:1])([F:22])[CH2:3][CH2:4]1)=[O:10]. Procedure: (4,4-Difluoro-azepan-1-yl)-(5-phenyl-thiophen-3-yl)-methanone (0.104 g, 0.33 mmol) and N-chlorosuccinimide (0.445 g, 0.33 mmol) in acetic acid (2 mL) were heated by microwave irradiation to 140° C. for 4 minutes. The mixture was diluted with acetonitrile and water and purified by HPLC, eluting with 10%-98% acetonitrile in water (0.1% formic acid). The fractions containing the desired product were evaporated to give the title compound as a gum (0.03 g). LCMS m/z 356.13 [M+H]+ R.T.=12.26 min (Anal... The reactants are [N+](=O)([O-])C1=C(C=CC=C1)NC1COCCC1 ((2-nitrophenyl)(tetrahydropyran-3-yl)amine). The reagents and catalysts are [Pd] (Pd/C). Run in CCOC(=O)C (EtOAc). Conditions: time 3 day. Yields the product O1CC(CCC1)NC=1C(=CC=CC1)N (N-(Tetrahydropyran-3-yl)benzene-1,2-diamine). RXN SMILES: [N+:1]([C:4]1[CH:9]=[CH:8][CH:7]=[CH:6][C:5]=1[NH:10][CH:11]1[CH2:16][CH2:15][CH2:14][O:13][CH2:12]1)([O-])=O>CCOC(C)=O.[Pd]>[O:13]1[CH2:14][CH2:15][CH2:16][CH:11]([NH:10][C:5]2[C:4]([NH2:1])=[CH:9][CH:8]=[CH:7][CH:6]=2)[CH2:12]1. Procedure details: A mixture of (2-nitrophenyl)(tetrahydropyran-3-yl)amine (0.72 g, 3.24 mmol) and 10% Pd/C (200 mg) in EtOAc (30 mL) was degassed with a stream of nitrogen and stirred at RT under a hydrogen atmosphere for 3 days. The suspension was then filtered through a pad of celite and the filtrate was concentrated in vacuo affording N-(Tetrahydropyran-3-yl)benzene-1,2-diamine as a colourless oil (quantitative). 1H NMR (CDCl3, 400 MHz): δ 6.80 (1H, t, J=7.55 Hz), 6.75-6.62 (3H, m), 4.00 (1H, d, J=11.24 Hz), 3...